describe an organic reaction: reactants, conditions, products, and yield From a dataset of the Open Reaction Database (ORD), a public repository of structured organic reaction records. The product is CCOC(=O)COc1cccnc1C(=O)OCC. RXN SMILES: [Br:19][CH2:20][C:21](=[O:22])[O:23][CH2:24][CH3:25].[C:13](=[O:14])([O-:15])[O-:16].[CH3:26][C:27](=[O:28])[CH3:29].[K+:17].[K+:18].[OH:1][c:2]1[c:3]([C:8](=[O:9])[O:10][CH2:11][CH3:12])[n:4][cH:5][cH:6][cH:7]1>>[O:1]([c:2]1[c:3]([C:8](=[O:9])[O:10][CH2:11][CH3:12])[n:4][cH:5][cH:6][cH:7]1)[CH2:20][C:21](=[O:22])[O:23][CH2:24][CH3:25]. Reactants: CCOC(=O)CBr, O=C([O-])[O-], CC(C)=O, [K+], [K+], CCOC(=O)c1ncccc1O. Starting materials: CCCCC(CC)(CO)CO, [K+], COc1cc(O)c2c(c1N)C(=O)c1ccccc1C2=O, [OH-]. Product: CCCCC(CC)(CO)COc1cc(O)c2c(c1N)C(=O)c1ccccc1C2=O. As a reaction SMILES: [CH2:21]([CH3:22])[C:23]([CH2:24][OH:25])([CH2:26][OH:27])[CH2:28][CH2:29][CH2:30][CH3:31].[K+:33].[NH2:1][c:2]1[c:3]([O:19][CH3:20])[cH:4][c:5]([OH:18])[c:6]2[c:15]1[C:14](=[O:16])[c:13]1[c:8]([cH:9][cH:10][cH:11][cH:12]1)[C:7]2=[O:17].[OH-:32]>>[NH2:1][c:2]1[c:3]([O:19][CH2:20][C:23]([CH2:21][CH3:22])([CH2:24][OH:25])[CH2:28][CH2:29][CH2:30][CH3:31])[cH:4][c:5]([OH:18])[c:6]2[c:15]1[C:14](=[O:16])[c:13]1[c:8]([cH:9][cH:10][cH:11][cH:12]1)[C:7]2=[O:17]. Starting materials: C(C)C(C(=O)OCC)=CC1=CC(=C(C=C1)OC)[N+](=O)[O-] (ethyl 2-ethyl-3-(4-methoxy-3-nitrophenyl)acrylate), mixed solvent, O1CCCC1 (tetrahydrofuran). Reagents/catalysts: [Pd] (palladium on carbon). The solvent is C(C)O (ethanol). Yields the product NC=1C=C(C=CC1OC)CC(C(=O)OCC)OC (Ethyl 3-(3-amino-4-methoxyphenyl)-2-methoxypropanoate). Yield: 95.0%. RXN SMILES: C([C:3](=[CH:9][C:10]1[CH:15]=[CH:14][C:13]([O:16][CH3:17])=[C:12]([N+:18]([O-])=O)[CH:11]=1)[C:4]([O:6][CH2:7][CH3:8])=[O:5])C.[O:21]1CCC[CH2:22]1>[Pd].C(O)C>[NH2:18][C:12]1[CH:11]=[C:10]([CH2:9][CH:3]([O:21][CH3:22])[C:4]([O:6][CH2:7][CH3:8])=[O:5])[CH:15]=[CH:14][C:13]=1[O:16][CH3:17]. Reported procedure: Next, ethyl 2-ethyl-3-(4-methoxy-3-nitrophenyl)acrylate (4.50 g, 16.0 mmol), 10% palladium on carbon (1.50 g) and a 1:1 mixed solvent (150 mL) of tetrahydrofuran with ethanol were mixed and hydrogenation was carried out at an initial pressure of 294.3 kPa at room temperature. After completion of the reaction, the catalyst was removed by filtration and the filtrate was concentrated to afford 3.84 g (95%) of the title compound as colorless crystals. Reactants: CO, C[O-], O=[N+]([O-])c1cc(F)c(F)cc1Cl, [Na+]. The product is COc1cc(Cl)c([N+](=O)[O-])cc1F. RXN SMILES: [CH3:16][OH:17].[CH3:1][O-:2].[Cl:4][c:5]1[c:6]([N+:13](=[O:14])[O-:15])[cH:7][c:8]([F:12])[c:9]([F:11])[cH:10]1.[Na+:3]>>[CH3:1][O:2][c:9]1[c:8]([F:12])[cH:7][c:6]([N+:13](=[O:14])[O-:15])[c:5]([Cl:4])[cH:10]1. Run in CC(=O)C (acetone). As a reaction SMILES: [CH3:1][C:2]1[CH:3]=[C:4]([NH:9][N:10]=[C:11]2[C:15](=O)[O:14][C:13]([C:17]3[CH:22]=[CH:21][CH:20]=[CH:19][CH:18]=3)=[N:12]2)[CH:5]=[CH:6][C:7]=1[F:8].[NH4+:23].[OH-].Cl.O>CC(C)=O>[CH3:1][C:2]1[CH:3]=[C:4]([N:9]2[C:13]([C:17]3[CH:22]=[CH:21][CH:20]=[CH:19][CH:18]=3)=[N:12][C:11]([C:15]([NH2:23])=[O:14])=[N:10]2)[CH:5]=[CH:6][C:7]=1[F:8] |f:1.2|. Reactants: CC=1C=C(C=CC1F)NN=C1N=C(OC1=O)C1=CC=CC=C1 (4-(3-methyl-4-fluorophenylhydrazono)-2-phenyl-oxazoline-5-one), Cl (hydrochloric acid), formula II, solution, [NH4+].[OH-] (NH4OH), O (water). Yields the product CC=1C=C(C=CC1F)N1N=C(N=C1C1=CC=CC=C1)C(=O)N (1-(3-methyl-4-fluorophenyl)-5-phenyl-1H-1,2,4-triazole-3-carboxamide). The yield is 55.2%. Procedure details: 3.0 g (0.01 mole) of 4-(3-methyl-4-fluorophenylhydrazono)-2-phenyl-oxazoline-5-one (R1 =3--CH3, R2 =4--F and R3 =H in the formula II) was suspended in 16 ml of acetone. To the suspension, 1.57 ml of 29% solution of NH4OH (0.013 mole) was added dropwise at room temperature. After refluxing the reaction mixture for 25 minutes, heating was stopped and 1.57 ml of concentrated hydrochloric acid was added dropwise. After the addition was over, the reaction mixture was refluxed again for 5 minutes. The... Starting materials: amides, ureas, carbamates, BrC=1C=C(C=CC1)C(C)=O (1-(3-bromophenyl)ethanone), N1C(CCC1)=O (2-pyrrolidinone). Yields the product C(C)(=O)C=1C=C(C=CC1)N1C(CCC1)=O (1-(3-Acetylphenyl)-2-pyrrolidinone). Isolated yield 98.0%. RXN SMILES: Br[C:2]1[CH:3]=[C:4]([C:8](=[O:10])[CH3:9])[CH:5]=[CH:6][CH:7]=1.[NH:11]1[CH2:15][CH2:14][CH2:13][C:12]1=[O:16]>>[C:8]([C:4]1[CH:3]=[C:2]([N:11]2[CH2:15][CH2:14][CH2:13][C:12]2=[O:16])[CH:7]=[CH:6][CH:5]=1)(=[O:10])[CH3:9]. Reported procedure: The title compound was prepared in 98% yield according to the general procedure for the preparation of the amides, ureas and carbamates (Method A) starting from 1-(3-bromophenyl)ethanone and 2-pyrrolidinone. Reactants: C(C1=CC=CC=C1)[C@@H]1NC(O[C@@H]1CN1C[C@H]2CCCC[C@H]2C[C@H]1C(=O)NC(C)(C)C)=O.[N+](=O)([O-])C1=CC=C(C=C1)S(=O)(=O)[O-] ((3S,4aS,8aS)-2-[(4S,5R)-4-benzyl-2-oxo-oxazolidin-5-yl methyl]-N-tert.-butyl-decahydro-isoquinoline-3-carboxamide p-nitrobenzenesulphonate), C([O-])(O)=O.[Na+] (sodium bicarbonate). The solvent is C(C)(=O)OCC (ethyl acetate). The product is N[C@H]([C@@H](CN1C[C@H]2CCCC[C@H]2C[C@H]1C(=O)NC(C)(C)C)O)CC1=CC=CC=C1 (2-[3(S)-amino-2(R)-hydroxy-4-phenylbutyl]-N-tert.-butyl-decahydro-(4aS, 8aS)-isoquinoline-3(S)-carboxamide). Yield: 93.5%. As a reaction SMILES: [CH2:1]([C@H:8]1[C@@H:12]([CH2:13][N:14]2[C@H:23]([C:24]([NH:26][C:27]([CH3:30])([CH3:29])[CH3:28])=[O:25])[CH2:22][C@H:21]3[C@H:16]([CH2:17][CH2:18][CH2:19][CH2:20]3)[CH2:15]2)[O:11]C(=O)[NH:9]1)[C:2]1[CH:7]=[CH:6][CH:5]=[CH:4][CH:3]=1.[N+](C1C=CC(S([O-])(=O)=O)=CC=1)([O-])=O.C(=O)(O)[O-].[Na+]>C(OCC)(=O)C>[NH2:9][C@@H:8]([CH2:1][C:2]1[CH:3]=[CH:4][CH:5]=[CH:6][CH:7]=1)[C@H:12]([OH:11])[CH2:13][N:14]1[C@H:23]([C:24]([NH:26][C:27]([CH3:30])([CH3:28])[CH3:29])=[O:25])[CH2:22][C@H:21]2[C@H:16]([CH2:17][CH2:18][CH2:19][CH2:20]2)[CH2:15]1 |f:0.1,2.3|. Procedure: 34.7 g of (3S,4aS,8aS)-2-[(4S,5R)-4-benzyl-2-oxo-oxazolidin-5-yl methyl]-N-tert.-butyl-decahydro-isoquinoline-3-carboxamide-p-nitrobenzenesulphonate were divided between 110 ml of ethyl acetate and 110 ml of saturated sodium bicarbonate. The aqueous layer was extracted with ethyl acetate and the ethyl acetate extracts washed with 110 ml of saturated sodium bicarbonate and with water. The organic extracts were evaporated and the residue diluted with 55 ml of ethanol and combined with stirring wit... The reactants are [Al+3], C1CCOC1, N#Cc1ccc(Sc2ccc(Cl)cc2)cc1, [H-], [H-], [H-], [H-], [Li+]. Product: NCc1ccc(Sc2ccc(Cl)cc2)cc1. Reaction SMILES: [Al+3:18].[CH2:23]1[O:24][CH2:25][CH2:26][CH2:27]1.[Cl:1][c:2]1[cH:3][cH:4][c:5]([S:8][c:9]2[cH:10][cH:11][c:12]([C:13]#[N:14])[cH:15][cH:16]2)[cH:6][cH:7]1.[H-:17].[H-:20].[H-:21].[H-:22].[Li+:19]>>[Cl:1][c:2]1[cH:3][cH:4][c:5]([S:8][c:9]2[cH:10][cH:11][c:12]([CH2:13][NH2:14])[cH:15][cH:16]2)[cH:6][cH:7]1.